This data is from the Open Reaction Database (ORD), a public repository of structured organic reaction records. The task is: describe an organic reaction: reactants, conditions, products, and yield The reactants are O=C1CCC(=O)N1Br, O=C(OOC(=O)c1ccccc1)c1ccccc1, ClC(Cl)(Cl)Cl, COC(=O)c1cc(F)cc([N+](=O)[O-])c1C, O=C1CCC(=O)N1. The product is COC(=O)c1cc(F)cc([N+](=O)[O-])c1CBr. Reaction SMILES: [Br:16][N:17]1[C:18](=[O:19])[CH2:20][CH2:21][C:22]1=[O:23].[C:24]([O:25][O:26][C:27](=[O:28])[c:29]1[cH:30][cH:31][cH:32][cH:33][cH:34]1)(=[O:35])[c:36]1[cH:37][cH:38][cH:39][cH:40][cH:41]1.[C:49]([Cl:50])([Cl:51])([Cl:52])[Cl:53].[CH3:1][O:2][C:3]([c:4]1[c:5]([CH3:14])[c:6]([N+:11](=[O:12])[O-:13])[cH:7][c:8]([F:10])[cH:9]1)=[O:15].[O:42]=[C:43]1[NH:44][C:45](=[O:46])[CH2:47][CH2:48]1>>[CH3:1][O:2][C:3]([c:4]1[c:5]([CH2:14][Br:16])[c:6]([N+:11](=[O:12])[O-:13])[cH:7][c:8]([F:10])[cH:9]1)=[O:15]. Reactants: C(C)(C)N1CCC(CC1)OC1=CC=2C=C3N(C2C=C1)CCNC3=O (8-(1-Isopropyl-piperidin-4-yloxy)-3,4-dihydro-2H-pyrazino[1,2-a]indol-1-one), [H-].[Na+] (sodium hydride), C(#N)C=1C=C(CBr)C=CC1 (3-cyanobenzyl bromide). Product: C(C)(C)N1CCC(CC1)OC1=CC=2C=C3N(C2C=C1)CCN(C3=O)CC=3C=C(C#N)C=CC3 (3-[8-(1-Isopropyl-piperidin-4-yloxy)-1-oxo-3,4-dihydro-1H-pyrazino[1,2-a]indol-2-ylmethyl]-benzonitrile). Isolated yield 66.0%. As a reaction SMILES: [CH:1]([N:4]1[CH2:9][CH2:8][CH:7]([O:10][C:11]2[CH:19]=[CH:18][C:17]3[N:16]4[CH2:20][CH2:21][NH:22][C:23](=[O:24])[C:15]4=[CH:14][C:13]=3[CH:12]=2)[CH2:6][CH2:5]1)([CH3:3])[CH3:2].[H-].[Na+].[C:27]([C:29]1[CH:30]=[C:31]([CH:34]=[CH:35][CH:36]=1)[CH2:32]Br)#[N:28]>>[CH:1]([N:4]1[CH2:9][CH2:8][CH:7]([O:10][C:11]2[CH:19]=[CH:18][C:17]3[N:16]4[CH2:20][CH2:21][N:22]([CH2:32][C:31]5[CH:30]=[C:29]([CH:36]=[CH:35][CH:34]=5)[C:27]#[N:28])[C:23](=[O:24])[C:15]4=[CH:14][C:13]=3[CH:12]=2)[CH2:6][CH2:5]1)([CH3:3])[CH3:2] |f:1.2|. Reported procedure: The title compound was synthesized in analogy to example 17, from 8-(1-isopropyl-piperidin-4-yloxy)-3,4-dihydro-2H-pyrazino[1,2-a]indol-1-one (example 1), sodium hydride and 3-cyanobenzyl bromide, to give the desired product as a white foam (66%). The reactants are CS(C)=O, [Cl-], COC(=O)C(C(=O)OC)c1c([N+](=O)[O-])cc(F)cc1[N+](=O)[O-], [Li+], O. The product is COC(=O)Cc1c([N+](=O)[O-])cc(F)cc1[N+](=O)[O-]. As a reaction SMILES: [CH3:25][S:26]([CH3:27])=[O:28].[Cl-:24].[F:1][c:2]1[cH:3][c:4]([N+:20](=[O:21])[O-:22])[c:5]([CH:11]([C:12](=[O:13])[O:14][CH3:15])[C:16]([O:17][CH3:18])=[O:19])[c:6]([N+:8](=[O:9])[O-:10])[cH:7]1.[Li+:23].[OH2:29]>>[F:1][c:2]1[cH:3][c:4]([N+:20](=[O:21])[O-:22])[c:5]([CH2:11][C:12](=[O:13])[O:14][CH3:15])[c:6]([N+:8](=[O:9])[O-:10])[cH:7]1. Solvent: O (water). Procedure: Using 6-(4-aminophenyl)-5-methyl-4,5-dihydro-1,2,4-triazin-3(2H)-one (1 g) in a similar manner to that of Example 18-(1), a diazonium salt-containing aqueous solution was produced. With stirring at 80° C., this solution was added dropwise to a solution composed of thiophenol (1.04 g), sodium hydroxide (0.45 g) and water (5 ml) and the mixture was refluxed for further 15 minutes. After cooling, the precipitate was recovered by filtration and dissolved in a mixture of chloroform and methanol. The ... Product: C1(=CC=CC=C1)SC1=CC=C(C=C1)C=1C(NC(NN1)=O)C (6-(4-phenylthiophenyl)-5-methyl-4,5-dihydro-1,2,4-triazin-3(2H)-one). Yield: 31.6%. The reactants are NC1=CC=C(C=C1)C=1C(NC(NN1)=O)C (6-(4-aminophenyl)-5-methyl-4,5-dihydro-1,2,4-triazin-3(2H)-one), [OH-].[Na+] (sodium hydroxide), diazonium salt, C1(=CC=CC=C1)S (thiophenol). Reaction conditions: temperature 80 celsius. As a reaction SMILES: N[C:2]1[CH:7]=[CH:6][C:5]([C:8]2[CH:9]([CH3:15])[NH:10][C:11](=[O:14])[NH:12][N:13]=2)=[CH:4][CH:3]=1.[C:16]1([SH:22])[CH:21]=[CH:20][CH:19]=[CH:18][CH:17]=1.[OH-].[Na+]>O>[C:16]1([S:22][C:2]2[CH:7]=[CH:6][C:5]([C:8]3[CH:9]([CH3:15])[NH:10][C:11](=[O:14])[NH:12][N:13]=3)=[CH:4][CH:3]=2)[CH:21]=[CH:20][CH:19]=[CH:18][CH:17]=1 |f:2.3|. The reactants are FC1=CC(=C(C=C1)C1=C(C=NC=C1)NCC1=NOC(=C1)C)OC ([4-(4-fluoro-2-methoxy-phenyl)-pyridin-3-yl]-(5-methyl-isoxazol-3-ylmethyl)-amine), CS(=O)(=O)C=1C=C(C(=O)O)C=C(C1)C(F)(F)F (3-(methylsulfonyl)-5-(trifluoromethyl)benzoic acid). Product: FC1=CC(=C(C=C1)C1=C(C=NC=C1)N(C(C1=CC(=CC(=C1)C(F)(F)F)S(=O)(=O)C)=O)CC1=NOC(=C1)C)OC (N-[4-(4-Fluoro-2-methoxy-phenyl)-pyridin-3-yl]-3-methanesulfonyl-N-(5-methyl-isoxazol-3-ylmethyl)-5-trifluoromethyl-benzamide). As a reaction SMILES: [F:1][C:2]1[CH:7]=[CH:6][C:5]([C:8]2[CH:13]=[CH:12][N:11]=[CH:10][C:9]=2[NH:14][CH2:15][C:16]2[CH:20]=[C:19]([CH3:21])[O:18][N:17]=2)=[C:4]([O:22][CH3:23])[CH:3]=1.[CH3:24][S:25]([C:28]1[CH:29]=[C:30]([CH:34]=[C:35]([C:37]([F:40])([F:39])[F:38])[CH:36]=1)[C:31](O)=[O:32])(=[O:27])=[O:26]>>[F:1][C:2]1[CH:7]=[CH:6][C:5]([C:8]2[CH:13]=[CH:12][N:11]=[CH:10][C:9]=2[N:14]([CH2:15][C:16]2[CH:20]=[C:19]([CH3:21])[O:18][N:17]=2)[C:31](=[O:32])[C:30]2[CH:34]=[C:35]([C:37]([F:40])([F:38])[F:39])[CH:36]=[C:28]([S:25]([CH3:24])(=[O:27])=[O:26])[CH:29]=2)=[C:4]([O:22][CH3:23])[CH:3]=1. Procedure details: The title compound was prepared in analogy to example 90, from [4-(4-fluoro-2-methoxy-phenyl)-pyridin-3-yl]-(5-methyl-isoxazol-3-ylmethyl)-amine and 3-(methylsulfonyl)-5-(trifluoromethyl)benzoic acid (example 114, intermediate a) after a reaction time of 18 hours at room temperature. The compound was purified by silica gel chromatography on a 20 g column using an MPLC (Flashmaster) system eluting with a gradient of n-heptane:EtOAc (100:0 to 0:100). Light brown solid (53%). MS (ESI): m/z=564.121 ...